Task: describe an organic reaction: reactants, conditions, products, and yield. Dataset: the Open Reaction Database (ORD), a public repository of structured organic reaction records Reactants: FC(C1=NNC=C1)(F)F (3-trifluoromethyl-1H-pyrazole), [N+](=O)([O-])[O-].[NH4+].[Ce].[Ce] (dicerium ammonium nitrate), II (iodine). Run in C(C)#N (acetonitrile). Yields the product IC=1C(=NNC1)C(F)(F)F (4-iodo-3-trifluoromethyl-1H-pyrazole). Isolated yield 160.9%. RXN SMILES: [F:1][C:2]([F:9])([F:8])[C:3]1[CH:7]=[CH:6][NH:5][N:4]=1.[N+]([O-])([O-])=O.[NH4+].[Ce].[Ce].[I:17]I>C(#N)C>[I:17][C:7]1[C:3]([C:2]([F:9])([F:8])[F:1])=[N:4][NH:5][CH:6]=1 |f:1.2.3.4|. Procedure: An acetonitrile solution (30 ml) of 3-trifluoromethyl-1H-pyrazole (5.0 g), dicerium ammonium nitrate (10.0 g) and iodine (5.6 g) was refluxed for 1 hour. After cooling, the reaction solution was washed with saturated aqueous solution of sodium thiosulfate and saturated aqueous solution of sodium chloride. After drying the organic layer with magnesium sulfate, the solvent was distilled off under the reduced pressure to obtain 4-iodo-3-trifluoromethyl-1H-pyrazole (9.3 g). The reactants are COC=C1C(=O)NC(=O)c2ccccc21, CN(C)C=O, Nc1ccc(N2CCOCC2)cc1. Yields the product O=C1NC(=O)c2ccccc2C1=CNc1ccc(N2CCOCC2)cc1. Reaction SMILES: [CH3:1][O:2][CH:3]=[C:4]1[C:5](=[O:15])[NH:6][C:7](=[O:14])[c:8]2[cH:9][cH:10][cH:11][cH:12][c:13]21.[CH3:29][N:30]([CH3:31])[CH:32]=[O:33].[O:16]1[CH2:17][CH2:18][N:19]([c:22]2[cH:23][cH:24][c:25]([NH2:28])[cH:26][cH:27]2)[CH2:20][CH2:21]1>>[CH:3](=[C:4]1[C:5](=[O:15])[NH:6][C:7](=[O:14])[c:8]2[cH:9][cH:10][cH:11][cH:12][c:13]21)[NH:28][c:25]1[cH:24][cH:23][c:22]([N:19]2[CH2:18][CH2:17][O:16][CH2:21][CH2:20]2)[cH:27][cH:26]1. Starting materials: Cl.ClC=1C=C(C=CC1F)NC1=C(C=NC2=CC(=C(C=C12)[N+](=O)[O-])OCC)C#N (4-(3-Chloro-4-fluoro-phenylamino)-7-ethoxy-6-nitro-quinoline-3-carbonitrile hydrochloride), [Cl-].[NH4+] (ammonium chloride), CO (methanol). Reagents/catalysts: [Fe] (iron). The solvent is O (water). Reaction conditions: time 4 hour. The product is NC=1C=C2C(=C(C=NC2=CC1OCC)C#N)NC1=CC(=C(C=C1)F)Cl (6-Amino-4-(3-chloro-4-fluoro-phenylamino)-7-ethoxy-quinoline-3-carbonitrile). RXN SMILES: Cl.[Cl:2][C:3]1[CH:4]=[C:5]([NH:10][C:11]2[C:20]3[C:15](=[CH:16][C:17]([O:24][CH2:25][CH3:26])=[C:18]([N+:21]([O-])=O)[CH:19]=3)[N:14]=[CH:13][C:12]=2[C:27]#[N:28])[CH:6]=[CH:7][C:8]=1[F:9].[Cl-].[NH4+].CO>O.[Fe]>[NH2:21][C:18]1[CH:19]=[C:20]2[C:15](=[CH:16][C:17]=1[O:24][CH2:25][CH3:26])[N:14]=[CH:13][C:12]([C:27]#[N:28])=[C:11]2[NH:10][C:5]1[CH:6]=[CH:7][C:8]([F:9])=[C:3]([Cl:2])[CH:4]=1 |f:0.1,2.3|. Procedure details: 4-(3-Chloro-4-fluoro-phenylamino)-7-ethoxy-6-nitro-quinoline-3-carbonitrile hydrochloride (38.6 g 91.2 mmol) was mixed with 35.7 g (638 mmol) of iron powder. A solution of 43.9 g (820 mmol) of ammonium chloride in 280 ml of water was added followed by 985 ml of methanol. The mixture was reflux with mechanical stirring under nitrogen for 4 hr at which time TLC indicated complete reduction. The reaction mixture was filtered hot and solids were washed with 500 ml of boiling methanol. After the comb... The reactants are CC#N, COc1ccccc1CNC1=Nc2ccc(NC(=O)CCl)cc2CO1, OCCN1CCNCC1. The product is COc1ccccc1CNC1=Nc2ccc(NC(=O)CN3CCN(CCO)CC3)cc2CO1. As a reaction SMILES: [CH3:35][C:36]#[N:37].[Cl:1][CH2:2][C:3](=[O:4])[NH:5][c:6]1[cH:7][c:8]2[c:9]([cH:24][cH:25]1)[N:10]=[C:11]([NH:14][CH2:15][c:16]1[c:17]([O:22][CH3:23])[cH:18][cH:19][cH:20][cH:21]1)[O:12][CH2:13]2.[OH:26][CH2:27][CH2:28][N:29]1[CH2:30][CH2:31][NH:32][CH2:33][CH2:34]1>>[CH2:2]([C:3](=[O:4])[NH:5][c:6]1[cH:7][c:8]2[c:9]([cH:24][cH:25]1)[N:10]=[C:11]([NH:14][CH2:15][c:16]1[c:17]([O:22][CH3:23])[cH:18][cH:19][cH:20][cH:21]1)[O:12][CH2:13]2)[N:32]1[CH2:31][CH2:30][N:29]([CH2:28][CH2:27][OH:26])[CH2:34][CH2:33]1. Starting materials: O=C([O-])[O-], COC(=O)COc1cc2c(c3c1c(C(=O)C(N)=O)c(C)n3Cc1ccccc1Br)CCC2, [Cs+], [Cs+], C1COCCO1, OB(O)c1ccccc1, c1ccc(P(c2ccccc2)(c2ccccc2)[Pd](P(c2ccccc2)(c2ccccc2)c2ccccc2)(P(c2ccccc2)(c2ccccc2)c2ccccc2)P(c2ccccc2)(c2ccccc2)c2ccccc2)cc1. Yields the product COC(=O)COc1cc2c(c3c1c(C(=O)C(N)=O)c(C)n3Cc1ccccc1-c1ccccc1)CCC2. RXN SMILES: [C:42](=[O:43])([O-:44])[O-:45].[CH3:1][O:2][C:3]([CH2:4][O:5][c:6]1[c:7]2[c:8]([C:27]([C:28](=[O:29])[NH2:30])=[O:31])[c:9]([CH3:26])[n:10]([CH2:18][c:19]3[c:20]([Br:25])[cH:21][cH:22][cH:23][cH:24]3)[c:11]2[c:12]2[c:13]([cH:14]1)[CH2:15][CH2:16][CH2:17]2)=[O:32].[Cs+:46].[Cs+:47].[O:48]1[CH2:49][CH2:50][O:51][CH2:52][CH2:53]1.[OH:33][B:34]([OH:35])[c:36]1[cH:37][cH:38][cH:39][cH:40][cH:41]1.[cH:54]1[cH:55][cH:56][c:57]([P:58]([Pd:59]([P:60]([c:61]2[cH:62][cH:63][cH:64][cH:65][cH:66]2)([c:67]2[cH:68][cH:69][cH:70][cH:71][cH:72]2)[c:73]2[cH:74][cH:75][cH:76][cH:77][cH:78]2)([P:79]([c:80]2[cH:81][cH:82][cH:83][cH:84][cH:85]2)([c:86]2[cH:87][cH:88][cH:89][cH:90][cH:91]2)[c:92]2[cH:93][cH:94][cH:95][cH:96][cH:97]2)[P:98]([c:99]2[cH:100][cH:101][cH:102][cH:103][cH:104]2)([c:105]2[cH:106][cH:107][cH:108][cH:109][cH:110]2)[c:111]2[cH:112][cH:113][cH:114][cH:115][cH:116]2)([c:117]2[cH:118][cH:119][cH:120][cH:121][cH:122]2)[c:123]2[cH:124][cH:125][cH:126][cH:127][cH:128]2)[cH:129][cH:130]1>>[CH3:1][O:2][C:3]([CH2:4][O:5][c:6]1[c:7]2[c:8]([C:27]([C:28](=[O:29])[NH2:30])=[O:31])[c:9]([CH3:26])[n:10]([CH2:18][c:19]3[c:20](-[c:36]4[cH:37][cH:38][cH:39][cH:40][cH:41]4)[cH:21][cH:22][cH:23][cH:24]3)[c:11]2[c:12]2[c:13]([cH:14]1)[CH2:15][CH2:16][CH2:17]2)=[O:32].